From a dataset of the Open Reaction Database (ORD), a public repository of structured organic reaction records. describe an organic reaction: reactants, conditions, products, and yield Reactants: CN1CCCC1=O, CN1CCc2[nH]c3ccc(Cl)cc3c2C12CC2, C=Cc1ccc(C(F)(F)F)nc1, [K+], [OH-]. Yields the product CN1CCc2c(c3cc(Cl)ccc3n2CCc2ccc(C(F)(F)F)nc2)C12CC2. As a reaction SMILES: [CH3:32][N:33]1[CH2:34][CH2:35][CH2:36][C:37]1=[O:38].[Cl:1][c:2]1[cH:3][c:4]2[c:5]3[c:6]([nH:7][c:8]2[cH:9][cH:10]1)[CH2:11][CH2:12][N:13]([CH3:17])[C:14]31[CH2:15][CH2:16]1.[F:18][C:19]([c:20]1[n:21][cH:22][c:23]([CH:26]=[CH2:27])[cH:24][cH:25]1)([F:28])[F:29].[K+:31].[OH-:30]>>[Cl:1][c:2]1[cH:3][c:4]2[c:5]3[c:6]([n:7]([CH2:27][CH2:26][c:23]4[cH:22][n:21][c:20]([C:19]([F:18])([F:28])[F:29])[cH:25][cH:24]4)[c:8]2[cH:9][cH:10]1)[CH2:11][CH2:12][N:13]([CH3:17])[C:14]31[CH2:15][CH2:16]1.